This data is from the Open Reaction Database (ORD), a public repository of structured organic reaction records. The task is: describe an organic reaction: reactants, conditions, products, and yield Starting materials: NN=CC1=CC=C(C=C1)NC(CCC(=O)NC(CC(=O)OCC)C#CCN=[N+]=[N-])=O (Ethyl 3-[[4-[[4-(aminoiminomethyl)phenyl]amino]-1,4-dioxobutyl]amino]-6-azido-4-hexynoate), C1(=CC=CC=C1)P(C1=CC=CC=C1)C1=CC=CC=C1 (triphenylphosphine), O (water). Run in C1CCOC1 (THF). Product: NN=CC1=CC=C(C=C1)NC(CCC(=O)NC(CC(=O)OCC)C#CCN)=O (Ethyl 3-[[4-[[4-(aminoiminomethyl)phenyl]amino]-1,4-dioxobutyl]amino]-6-amino-4-hexynoate). As a reaction SMILES: [NH2:1][N:2]=[CH:3][C:4]1[CH:9]=[CH:8][C:7]([NH:10][C:11](=[O:30])[CH2:12][CH2:13][C:14]([NH:16][CH:17]([C:24]#[C:25][CH2:26][N:27]=[N+]=[N-])[CH2:18][C:19]([O:21][CH2:22][CH3:23])=[O:20])=[O:15])=[CH:6][CH:5]=1.C1(P(C2C=CC=CC=2)C2C=CC=CC=2)C=CC=CC=1.O>C1COCC1>[NH2:1][N:2]=[CH:3][C:4]1[CH:9]=[CH:8][C:7]([NH:10][C:11](=[O:30])[CH2:12][CH2:13][C:14]([NH:16][CH:17]([C:24]#[C:25][CH2:26][NH2:27])[CH2:18][C:19]([O:21][CH2:22][CH3:23])=[O:20])=[O:15])=[CH:6][CH:5]=1. Procedure: The title compound can be prepared by treating the title compound of Example 85 with triphenylphosphine and water in THF as described in the literature [N. Knouzi, M. Vaultier, R. Carrie Bull. of Chem. Soc. France, 815 (1985)] which can afford the title compound directly. The product can be purified by reverse phase HPLC using the conditions of Example 1 to afford the title compound. The product can be verified by C NMR. Isolated yield 17.2%. Starting materials: FC1=CC=C(C=C1)CCNC=1SC=C(N1)C1=CC=C(C=C1)C(F)(F)F (N-[2-(4-fluorophenyl)ethyl]-4-[4-(trifluoromethyl)phenyl]-1,3-thiazole-2-amine), [H-].[Na+] (sodium hydride), ClCC1=CC=C(COC2=CC=C(C=C2)CCC(=O)OC)C=C1 (Methyl 3-(4-{[4-(chloromethyl)benzyl]oxy}phenyl)propanoate). Procedure: To a solution of N-[2-(4-fluorophenyl)ethyl]-4-[4-(trifluoromethyl)phenyl]-1,3-thiazole-2-amine (400 mg, 1.09 mmol) in N,N-dimethylformamide (5 mL) was added sodium hydride (50 mg, in oil, 1.3 mmol) at room temperature, and the mixture was stirred at room temperature for 1 hr. Methyl 3-(4-{[4-(chloromethyl)benzyl]oxy}phenyl)propanoate (318 mg, 1.0 mmol) was added, and the mixture was further stirred at room temperature for 1 hr. The reaction mixture was poured into 1N hydrochloric acid and extra... Reaction SMILES: [F:1][C:2]1[CH:7]=[CH:6][C:5]([CH2:8][CH2:9][NH:10][C:11]2[S:12][CH:13]=[C:14]([C:16]3[CH:21]=[CH:20][C:19]([C:22]([F:25])([F:24])[F:23])=[CH:18][CH:17]=3)[N:15]=2)=[CH:4][CH:3]=1.[H-].[Na+].Cl[CH2:29][C:30]1[CH:49]=[CH:48][C:33]([CH2:34][O:35][C:36]2[CH:41]=[CH:40][C:39]([CH2:42][CH2:43][C:44]([O:46]C)=[O:45])=[CH:38][CH:37]=2)=[CH:32][CH:31]=1>CN(C)C=O.C(O)C.O1CCCC1.[OH-].[Na+].O.Cl>[F:1][C:2]1[CH:7]=[CH:6][C:5]([CH2:8][CH2:9][N:10]([CH2:29][C:30]2[CH:49]=[CH:48][C:33]([CH2:34][O:35][C:36]3[CH:41]=[CH:40][C:39]([CH2:42][CH2:43][C:44]([OH:46])=[O:45])=[CH:38][CH:37]=3)=[CH:32][CH:31]=2)[C:11]2[S:12][CH:13]=[C:14]([C:16]3[CH:21]=[CH:20][C:19]([C:22]([F:23])([F:25])[F:24])=[CH:18][CH:17]=3)[N:15]=2)=[CH:4][CH:3]=1 |f:1.2,7.8|. Run in C(C)O (ethanol), O1CCCC1 (tetrahydrofuran), [OH-].[Na+] (sodium hydroxide), Cl (hydrochloric acid), CN(C=O)C (N,N-dimethylformamide), O (water), Cl (hydrochloric acid). Conditions: time 1 hour. Product: FC1=CC=C(C=C1)CCN(C=1SC=C(N1)C1=CC=C(C=C1)C(F)(F)F)CC1=CC=C(COC2=CC=C(C=C2)CCC(=O)O)C=C1 (3-[4-({4-[([2-(4-fluorophenyl)ethyl]{4-[4-(trifluoromethyl)phenyl]-1,3-thiazol-2-yl}amino)methyl]-benzyl}oxy)phenyl]propanoic acid). Starting materials: CSC1=NN=C(S1)N=C=O (5-methylthio-1,3,4-thiadiazol-2-yl isocyanate), diethyl acetal, C(CCC=CC)NCC=O (2-hex-4-enylaminoacetaldehyde). As a reaction SMILES: [CH3:1][S:2][C:3]1[S:7][C:6]([N:8]=[C:9]=[O:10])=[N:5][N:4]=1.[CH2:11]([NH:17][CH2:18][CH:19]=[O:20])[CH2:12][CH2:13][CH:14]=[CH:15][CH3:16]>C1C=CC=CC=1>[CH2:11]([N:17]([CH2:18][CH:19]=[O:20])[C:9]([NH:8][C:6]1[S:7][C:3]([S:2][CH3:1])=[N:4][N:5]=1)=[O:10])[CH2:12][CH2:13][CH:14]=[CH:15][CH3:16]. Yields the product diethyl acetal, C(CCC=CC)N(C(=O)NC=1SC(=NN1)SC)CC=O (2-[1-hex-4-enyl-3-(5-methylthio-1,3,4-thiadiazol-2-yl)ureido]acetaldehyde). Procedure: A mixture of 5-methylthio-1,3,4-thiadiazol-2-yl isocyanate dimer (0.05 mole), the diethyl acetal of 2-hex-4-enylaminoacetaldehyde (0.1 mole) and benzene (60 ml) are charged into a glass reaction vessel equipped with a mechanical stirrer and reflux condenser. The reaction mixture is heated at reflux for a period of about 15 minutes. After this time the mixture is stripped of benzene under reduced pressure to yield a solid product as the residue. The residue is then recrystallized to yield the des... Run in C1=CC=CC=C1 (benzene), C1=CC=CC=C1 (benzene). The reactants are CSC1=NC=CC(=N1)C1=CC=C(S1)S(=O)(=O)NC=1C=C(C(=O)NC2=CC=C(C(=O)O)C=C2)C=CC1 (4-{3-[5-(2-Methylsulfanyl-pyrimidin-4-yl)-thiophene-2-sulfonylamino]-benzoylamino}-benzoic acid), CSC1=NC=CC(=N1)C1=CC=C(S1)S(=O)(=O)Cl (5-(2-methylsulfanyl-pyrimidin-4-yl)-thiophene-2-sulfonyl chloride). Product: C(C)OC(C1=CC=C(C=C1)NC(C1=CC(=CC=C1)NS(=O)(=O)C=1SC(=CC1)C1=NC(=NC=C1)SC)=O)=O (4-{3-[5-(2-methylsulfanyl-pyrimidin-4-yl)-thiophene-2-sulfonylamino]-benzoylamino}-benzoic acid ethyl ester). RXN SMILES: [CH3:1][S:2][C:3]1[N:8]=[C:7]([C:9]2[S:13][C:12]([S:14]([NH:17][C:18]3[CH:19]=[C:20]([CH:33]=[CH:34][CH:35]=3)[C:21]([NH:23][C:24]3[CH:32]=[CH:31][C:27]([C:28]([OH:30])=[O:29])=[CH:26][CH:25]=3)=[O:22])(=[O:16])=[O:15])=[CH:11][CH:10]=2)[CH:6]=[CH:5][N:4]=1.CSC1N=C(C2SC(S(Cl)(=O)=O)=CC=2)[CH:41]=[CH:40]N=1>>[CH2:40]([O:29][C:28](=[O:30])[C:27]1[CH:26]=[CH:25][C:24]([NH:23][C:21](=[O:22])[C:20]2[CH:33]=[CH:34][CH:35]=[C:18]([NH:17][S:14]([C:12]3[S:13][C:9]([C:7]4[CH:6]=[CH:5][N:4]=[C:3]([S:2][CH3:1])[N:8]=4)=[CH:10][CH:11]=3)(=[O:15])=[O:16])[CH:19]=2)=[CH:32][CH:31]=1)[CH3:41]. Reported procedure: 4-{3-[5-(2-Methylsulfanyl-pyrimidin-4-yl)-thiophene-2-sulfonylamino]-benzoylamino}-benzoic acid, MS (ISP): m/e=525.2 (M−H), was prepared in analogy to example 1, steps A to D. Step C was performed using 5-(2-methylsulfanyl-pyrimidin-4-yl)-thiophene-2-sulfonyl chloride and yielded 4-{3-[5-(2-methylsulfanyl-pyrimidin-4-yl)-thiophene-2-sulfonylamino]-benzoylamino}-benzoic acid ethyl ester, which was hydrolyzed in step D. The reactants are O=C([O-])[O-], CCOC(C)=O, Cc1ccccc1, CC(=O)N1CCN(Cc2ccnc(Cl)c2)CC1, [Cs+], [Cs+], Nc1cc2ccccc2cn1. The product is CC(=O)N1CCN(Cc2ccnc(Nc3cc4ccccc4cn3)c2)CC1. RXN SMILES: [C:29](=[O:30])([O-:31])[O-:32].[CH3:35][CH2:36][O:37][C:38]([CH3:39])=[O:40].[CH3:41][c:42]1[cH:43][cH:44][cH:45][cH:46][cH:47]1.[Cl:1][c:2]1[n:3][cH:4][cH:5][c:6]([CH2:8][N:9]2[CH2:10][CH2:11][N:12]([C:15]([CH3:16])=[O:17])[CH2:13][CH2:14]2)[cH:7]1.[Cs+:33].[Cs+:34].[NH2:18][c:19]1[n:20][cH:21][c:22]2[cH:23][cH:24][cH:25][cH:26][c:27]2[cH:28]1>>[c:2]1([NH:18][c:19]2[n:20][cH:21][c:22]3[cH:23][cH:24][cH:25][cH:26][c:27]3[cH:28]2)[n:3][cH:4][cH:5][c:6]([CH2:8][N:9]2[CH2:10][CH2:11][N:12]([C:15]([CH3:16])=[O:17])[CH2:13][CH2:14]2)[cH:7]1.